Dataset: the Open Reaction Database (ORD), a public repository of structured organic reaction records. Task: describe an organic reaction: reactants, conditions, products, and yield The reactants are F[B-](F)(F)F, O=C(O)c1cnc(N2CCCCC2)c(OCC2CC2)n1, CCN(C(C)C)C(C)C, CC(C)CC(N)CO, CN(C)C=O, CN(C)C(On1nnc2ccccc21)=[N+](C)C. Yields the product CC(C)CC(CO)NC(=O)c1cnc(N2CCCCC2)c(OCC2CC2)n1. As a reaction SMILES: [B-:21]([F:22])([F:23])([F:24])[F:25].[CH:1]1([CH2:4][O:5][c:6]2[c:7]([N:15]3[CH2:16][CH2:17][CH2:18][CH2:19][CH2:20]3)[n:8][cH:9][c:10]([C:12](=[O:13])[OH:14])[n:11]2)[CH2:2][CH2:3]1.[CH:43]([N:44]([CH2:45][CH3:46])[CH:47]([CH3:48])[CH3:49])([CH3:50])[CH3:51].[NH2:52][CH:53]([CH2:54][OH:55])[CH2:56][CH:57]([CH3:58])[CH3:59].[O:60]=[CH:61][N:62]([CH3:63])[CH3:64].[n:26]1([O:27][C:28]([N:29]([CH3:30])[CH3:31])=[N+:32]([CH3:33])[CH3:34])[c:35]2[cH:36][cH:37][cH:38][cH:39][c:40]2[n:41][n:42]1>>[CH:1]1([CH2:4][O:5][c:6]2[c:7]([N:15]3[CH2:16][CH2:17][CH2:18][CH2:19][CH2:20]3)[n:8][cH:9][c:10]([C:12](=[O:14])[NH:52][CH:53]([CH2:54][OH:55])[CH2:56][CH:57]([CH3:58])[CH3:59])[n:11]2)[CH2:2][CH2:3]1. Starting materials: FC1=NC(=CC(=C1)B(O)O)F (2,6-difluoropyridin-4-ylboronic acid), FC1=NC(=CC(=C1)NN)F (2,6-difluoro-4-hydrazinopyridine), BrBr (bromine). Product: BrC1=CC(=NC(=C1)F)F (4-bromo-2,6-difluoropyridine). As a reaction SMILES: [F:1][C:2]1[CH:7]=[C:6](B(O)O)[CH:5]=[C:4]([F:11])[N:3]=1.FC1C=C(NN)C=C(F)N=1.[Br:22]Br>>[Br:22][C:6]1[CH:7]=[C:2]([F:1])[N:3]=[C:4]([F:11])[CH:5]=1. Procedure: The second step in the synthetic procedure used in synthesizing the 2,6-difluoropyridin-4-ylboronic acid involves bromination of 2,6-difluoro-4-hydrazinopyridine by elemental bromine to produce 4-bromo-2,6-difluoropyridine. This reaction can be depicted as follows: Starting materials: Cc1nnc(NC(=O)N(C)CCC=O)s1, Cl, O. Product: Cc1nnc(N2C(=O)N(C)CCC2O)s1. As a reaction SMILES: [CH3:1][N:2]([C:3](=[O:4])[NH:5][c:6]1[s:7][c:8]([CH3:11])[n:9][n:10]1)[CH2:12][CH2:13][CH:14]=[O:15].[ClH:16].[OH2:17]>>[CH3:1][N:2]1[C:3](=[O:4])[N:5]([c:6]2[s:7][c:8]([CH3:11])[n:9][n:10]2)[CH:14]([OH:15])[CH2:13][CH2:12]1. The reactants are CC(C)([O-])C.[Na+] (sodium tert-butoxide), ClCCl (dichloromethane), C(#N)C1(CC1)NC(=O)[C@@H]1C[C@@H](CN1C(=O)C1(CC1)C(F)(F)F)OS(=O)(=O)C (methanesulfonic acid (3S,5S)-5-(1-cyano-cyclopropylcarbamoyl)-1-(1-trifluoromethyl-cyclopropanecarbonyl)-pyrrolidin-3-yl ester), Cl.CC1=NC=CC(=C1)C1=CC(=C(C=C1)S)C(F)(F)F (4-(2-methyl-pyridin-4-yl)-2-trifluoromethyl-benzenethiol hydrochloride). Run in C1CCOC1 (THF), C1CCOC1 (THF). Reaction conditions: temperature 50 celsius, time 4.5 hour. Yields the product C(#N)C1(CC1)NC(=O)[C@H]1N(C[C@@H](C1)SC1=C(C=C(C=C1)C1=CC(=NC=C1)C)C(F)(F)F)C(=O)C1(CC1)C(F)(F)F ((2S,4R)-4-[4-(2-methyl-pyridin-4-yl)-2-trifluoromethyl-phenylsulfanyl]-1-(1-trifluoromethyl-cyclopropanecarbonyl)-pyrrolidine-2-carb oxylic acid (1-cyano-cyclopropyl)-amide). The yield is 106.1%. As a reaction SMILES: [C:1]([C:3]1([NH:6][C:7]([C@H:9]2[N:13]([C:14]([C:16]3([C:19]([F:22])([F:21])[F:20])[CH2:18][CH2:17]3)=[O:15])[CH2:12][C@@H:11](OS(C)(=O)=O)[CH2:10]2)=[O:8])[CH2:5][CH2:4]1)#[N:2].Cl.[CH3:29][C:30]1[CH:35]=[C:34]([C:36]2[CH:41]=[CH:40][C:39]([SH:42])=[C:38]([C:43]([F:46])([F:45])[F:44])[CH:37]=2)[CH:33]=[CH:32][N:31]=1.CC(C)([O-])C.[Na+].ClCCl>C1COCC1>[C:1]([C:3]1([NH:6][C:7]([C@@H:9]2[CH2:10][C@@H:11]([S:42][C:39]3[CH:40]=[CH:41][C:36]([C:34]4[CH:33]=[CH:32][N:31]=[C:30]([CH3:29])[CH:35]=4)=[CH:37][C:38]=3[C:43]([F:46])([F:44])[F:45])[CH2:12][N:13]2[C:14]([C:16]2([C:19]([F:21])([F:22])[F:20])[CH2:17][CH2:18]2)=[O:15])=[O:8])[CH2:4][CH2:5]1)#[N:2] |f:1.2,3.4|. Procedure details: To a stirred suspension of methanesulfonic acid (3S,5S)-5-(1-cyano-cyclopropylcarbamoyl)-1-(1-trifluoromethyl-cyclopropanecarbonyl)-pyrrolidin-3-yl ester (20.5 g, 50 mmol) and 4-(2-methyl-pyridin-4-yl)-2-trifluoromethyl-benzenethiol hydrochloride (17.6 g, 57.5 mmol) in THF (75 mL) was added at 0° C. 25% sodium tert-butoxide in THF (43.2 g, 112.5 mmol) over 30 min and the reaction mixture was stirred at 50° C. for 4.5 h. After cooling to 10° C., the reaction mixture was added to dichloromethane (...